Dataset: the Open Reaction Database (ORD), a public repository of structured organic reaction records. Task: describe an organic reaction: reactants, conditions, products, and yield Reactants: BrC=1C=C(SC1Br)C(=O)O (4,5-dibromo-2-thiophenecarboxylic acid), S(=O)(Cl)Cl (thionyl chloride). The product is BrC=1C=C(SC1Br)C(=O)Cl (4,5-dibromo-2-thiophenecarbonyl chloride). As a reaction SMILES: [Br:1][C:2]1[CH:3]=[C:4]([C:8]([OH:10])=O)[S:5][C:6]=1[Br:7].S(Cl)([Cl:13])=O>>[Br:1][C:2]1[CH:3]=[C:4]([C:8]([Cl:13])=[O:10])[S:5][C:6]=1[Br:7]. Procedure details: Using the procedure of Preparation A, 2.86 g (10.0 mmoles) of commercially available 4,5-dibromo-2-thiophenecarboxylic acid was added to 10 ml of thionyl chloride to give a heterogeneous mixture. Heating the reaction mixture helped the solution become homogenous. Concentration of the reaction solution gave 3.15 g of crude 4,5-dibromo-2-thiophenecarbonyl chloride as a brown oil. The crude acid chloride, dissolved in 10 ml of N,N-dimethylformamide was slowly added to 1.76 g (8.33 mmoles) of 5-chlo... Reactants: CC(C)C[AlH]CC(C)C, CCOC(=O)c1c(Cl)nc2cc(F)c(OC)cc2c1CC, ClCCl. The product is CCc1c(CO)c(Cl)nc2cc(F)c(OC)cc12. Reaction SMILES: [CH3:22][CH:23]([CH2:24][AlH:25][CH2:26][CH:27]([CH3:28])[CH3:29])[CH3:30].[Cl:1][c:2]1[n:3][c:4]2[cH:5][c:6]([F:21])[c:7]([O:19][CH3:20])[cH:8][c:9]2[c:10]([CH2:17][CH3:18])[c:11]1[C:12](=[O:13])[O:14][CH2:15][CH3:16].[Cl:31][CH2:32][Cl:33]>>[Cl:1][c:2]1[n:3][c:4]2[cH:5][c:6]([F:21])[c:7]([O:19][CH3:20])[cH:8][c:9]2[c:10]([CH2:17][CH3:18])[c:11]1[CH2:12][OH:13].